From a dataset of the Open Reaction Database (ORD), a public repository of structured organic reaction records. describe an organic reaction: reactants, conditions, products, and yield Reactants: Cl (hydrochloric acid), C1(=CC=CC=C1)[Si](C1=CC(=C(C(=C1)C(C)(C)C)O[Si](C)(C)C)C(C)(C)C)(C1=CC(=C(C(=C1)C(C)(C)C)O[Si](C)(C)C)C(C)(C)C)C1=CC=CC=C1 (diphenylbis(3,5-di-tert-butyl-4-trimethylsilyloxyphenyl)silane), O.O.O.[F-].C(CCC)[N+](CCCC)(CCCC)CCCC (tetrabutylammonium fluoride trihydrate). The solvent is O1CCCC1 (tetrahydrofuran), O1CCCC1 (tetrahydrofuran), O1CCCC1 (tetrahydrofuran). Conditions: temperature 0 celsius, time 5 minute. The product is C1(=CC=CC=C1)[Si](C1=CC(=C(C(=C1)C(C)(C)C)O)C(C)(C)C)(C1=CC(=C(C(=C1)C(C)(C)C)O)C(C)(C)C)C1=CC=CC=C1 (Diphenyl-bis(3,5-di-tert-butyl-4-hydroxyphenyl)silane). Isolated yield 96.4%. RXN SMILES: [C:1]1([Si:7]([C:46]2[CH:51]=[CH:50][CH:49]=[CH:48][CH:47]=2)([C:27]2[CH:32]=[C:31]([C:33]([CH3:36])([CH3:35])[CH3:34])[C:30]([O:37][Si](C)(C)C)=[C:29]([C:42]([CH3:45])([CH3:44])[CH3:43])[CH:28]=2)[C:8]2[CH:13]=[C:12]([C:14]([CH3:17])([CH3:16])[CH3:15])[C:11]([O:18][Si](C)(C)C)=[C:10]([C:23]([CH3:26])([CH3:25])[CH3:24])[CH:9]=2)[CH:6]=[CH:5][CH:4]=[CH:3][CH:2]=1.O.O.O.[F-].C([N+](CCCC)(CCCC)CCCC)CCC.Cl>O1CCCC1>[C:1]1([Si:7]([C:46]2[CH:51]=[CH:50][CH:49]=[CH:48][CH:47]=2)([C:8]2[CH:9]=[C:10]([C:23]([CH3:24])([CH3:25])[CH3:26])[C:11]([OH:18])=[C:12]([C:14]([CH3:17])([CH3:16])[CH3:15])[CH:13]=2)[C:27]2[CH:28]=[C:29]([C:42]([CH3:45])([CH3:44])[CH3:43])[C:30]([OH:37])=[C:31]([C:33]([CH3:36])([CH3:35])[CH3:34])[CH:32]=2)[CH:6]=[CH:5][CH:4]=[CH:3][CH:2]=1 |f:1.2.3.4.5|. Procedure: To a solution of 5.0 g (7 mmol) of diphenylbis(3,5-di-tert-butyl-4-trimethylsilyloxyphenyl)silane in 30 ml of tetrahydrofuran at 0° C. is added dropwise a solution of 4.3 g (14 mmol) of tetrabutylammonium fluoride trihydrate in 35 ml of tetrahydrofuran. The reaction mixture is stirred for 5 minutes at 0° C. and to it is added dropwise a solution of 2.2 g (62 mmol) of concentrated hydrochloric acid in 10 ml of tetrahydrofuran. The solvent is removed in vacuo and to the residue is added 250 ml of ... Reactants: C1(=CCCC1)C1=NC(=CC(=C1)NC1=CC=C(C=C1)CC(=O)O)C(F)(F)F (2-(4-((2-(cyclopent-1-en-1-yl)-6-(trifluoromethyl)pyridin-4-yl)amino)phenyl)acetic acid). The reagents and catalysts are [Pd] (Pd/C). Run in C(C)O (ethanol). Conditions: time 48 hour. Product: C1(CCCC1)C1=NC(=CC(=C1)NC1=CC=C(C=C1)CC(=O)O)C(F)(F)F (2-(4-((2-Cyclopentyl-6-(trifluoromethyl)pyridin-4-yl)amino)phenyl)acetic acid). The yield is 41.2%. As a reaction SMILES: [C:1]1([C:6]2[CH:11]=[C:10]([NH:12][C:13]3[CH:18]=[CH:17][C:16]([CH2:19][C:20]([OH:22])=[O:21])=[CH:15][CH:14]=3)[CH:9]=[C:8]([C:23]([F:26])([F:25])[F:24])[N:7]=2)[CH2:5][CH2:4][CH2:3][CH:2]=1>C(O)C.[Pd]>[CH:1]1([C:6]2[CH:11]=[C:10]([NH:12][C:13]3[CH:18]=[CH:17][C:16]([CH2:19][C:20]([OH:22])=[O:21])=[CH:15][CH:14]=3)[CH:9]=[C:8]([C:23]([F:26])([F:24])[F:25])[N:7]=2)[CH2:5][CH2:4][CH2:3][CH2:2]1. Procedure details: To a solution of 2-(4-((2-(cyclopent-1-en-1-yl)-6-(trifluoromethyl)pyridin-4-yl)amino)phenyl)acetic acid (0.050 g, 0.14 mmol) in ethanol (5 mL) was added 10% Pd/C (0.002 g) and the mixture was stirred under an hydrogen atmosphere at rt for 48 h. After this time, the mixture was cooled and filtered through celite with ethanol washing. The filtrate was dried over sodium sulfate, filtered, and concentrated. The residue was purified by column chromatography (silica, hexane/ethyl acetate) to afford t... Reactants: COC(=O)C1=CN2CCN(Cc3ccccc3)C(=O)C2C1, CCOC(C)=O, [H][H]. Product: COC(=O)C1CC2C(=O)N(Cc3ccccc3)CCN2C1. RXN SMILES: [CH3:1][O:2][C:3](=[O:4])[C:5]1=[CH:21][N:8]2[CH:7]([CH2:6]1)[C:12](=[O:13])[N:11]([CH2:14][c:15]1[cH:16][cH:17][cH:18][cH:19][cH:20]1)[CH2:10][CH2:9]2.[CH3:24][CH2:25][O:26][C:27](=[O:28])[CH3:29].[H:22][H:23]>>[CH3:1][O:2][C:3](=[O:4])[CH:5]1[CH2:6][CH:7]2[N:8]([CH2:9][CH2:10][N:11]([CH2:14][c:15]3[cH:16][cH:17][cH:18][cH:19][cH:20]3)[C:12]2=[O:13])[CH2:21]1. The reactants are COc1ccccc1C(=O)O, CCN=C=NCCCN(C)C, CCN(C(C)C)C(C)C, Cl, O=C(NCC(=O)N1CCNCC1)c1ccc(-c2ccccc2)cc1, CN(C)C=O, O, On1nnc2ccccc21. Yields the product COc1ccccc1C(=O)N1CCN(C(=O)CNC(=O)c2ccc(-c3ccccc3)cc2)CC1. RXN SMILES: [CH3:10][O:11][c:12]1[c:13]([C:14](=[O:15])[OH:16])[cH:17][cH:18][cH:19][cH:20]1.[CH3:31][CH2:32][N:33]=[C:34]=[N:35][CH2:36][CH2:37][CH2:38][N:39]([CH3:40])[CH3:41].[CH:1]([N:2]([CH2:3][CH3:4])[CH:5]([CH3:6])[CH3:7])([CH3:8])[CH3:9].[ClH:42].[O:43]=[C:44]([CH2:45][NH:46][C:47](=[O:48])[c:49]1[cH:50][cH:51][c:52](-[c:55]2[cH:56][cH:57][cH:58][cH:59][cH:60]2)[cH:53][cH:54]1)[N:61]1[CH2:62][CH2:63][NH:64][CH2:65][CH2:66]1.[O:67]=[CH:68][N:69]([CH3:70])[CH3:71].[OH2:72].[OH:21][n:22]1[c:23]2[c:24]([cH:25][cH:26][cH:27][cH:28]2)[n:29][n:30]1>>[CH3:10][O:11][c:12]1[c:13]([C:14](=[O:16])[N:64]2[CH2:63][CH2:62][N:61]([C:44](=[O:43])[CH2:45][NH:46][C:47](=[O:48])[c:49]3[cH:50][cH:51][c:52](-[c:55]4[cH:56][cH:57][cH:58][cH:59][cH:60]4)[cH:53][cH:54]3)[CH2:66][CH2:65]2)[cH:17][cH:18][cH:19][cH:20]1. Reactants: Cc1[nH]nc(C(F)(F)F)c1Br, CCOC(C)=O, CCCCCC, O=C(CCl)N1CCN(c2ccc(Cl)cc2)CC1, [K+], [K+], O=C([O-])[O-], CN(C)C=O. Yields the product Cc1c(Br)c(C(F)(F)F)nn1CC(=O)N1CCN(c2ccc(Cl)cc2)CC1. As a reaction SMILES: [Br:1][c:2]1[c:3]([C:8]([F:9])([F:10])[F:11])[n:4][nH:5][c:6]1[CH3:7].[C:40]([O:41][CH2:42][CH3:43])(=[O:44])[CH3:45].[CH3:46][CH2:47][CH2:48][CH2:49][CH2:50][CH3:51].[Cl:18][CH2:19][C:20](=[O:21])[N:22]1[CH2:23][CH2:24][N:25]([c:28]2[cH:29][cH:30][c:31]([Cl:34])[cH:32][cH:33]2)[CH2:26][CH2:27]1.[K+:12].[K+:13].[O-:14][C:15]([O-:16])=[O:17].[O:35]=[CH:36][N:37]([CH3:38])[CH3:39]>>[Br:1][c:2]1[c:3]([C:8]([F:9])([F:10])[F:11])[n:4][n:5]([CH2:19][C:20](=[O:21])[N:22]2[CH2:23][CH2:24][N:25]([c:28]3[cH:29][cH:30][c:31]([Cl:34])[cH:32][cH:33]3)[CH2:26][CH2:27]2)[c:6]1[CH3:7]. The reactants are COCOC=1C=C(C=C(C1)OC1=CC=CC=C1)CO ([3-(methoxymethoxy)-5-phenoxyphenyl]methanol), Cl (hydrochloric acid). Run in C(C)O (ethanol). Reaction conditions: temperature 40 celsius, time 4 hour. The product is OCC=1C=C(C=C(C1)OC1=CC=CC=C1)O (3-(Hydroxymethyl)-5-phenoxyphenol). Isolated yield 97.0%. Reaction SMILES: COC[O:4][C:5]1[CH:6]=[C:7]([CH2:18][OH:19])[CH:8]=[C:9]([O:11][C:12]2[CH:17]=[CH:16][CH:15]=[CH:14][CH:13]=2)[CH:10]=1.Cl>C(O)C>[OH:19][CH2:18][C:7]1[CH:6]=[C:5]([OH:4])[CH:10]=[C:9]([O:11][C:12]2[CH:17]=[CH:16][CH:15]=[CH:14][CH:13]=2)[CH:8]=1. Procedure details: To a solution of [3-(methoxymethoxy)-5-phenoxyphenyl]methanol (0.75 g, 2.86 mmol) in ethanol (10 mL) was added concentrated hydrochloric acid (1 mL), and the mixture was stirred at 40° C. for 4 hours. The reaction solution was concentrated under reduced pressure, and the resulting residue was purified with silica gel column chromatography (hexane/ethyl acetate=5:5) to give the title compound (0.60 g, yield 96%) as an oily matter. Solvent: C(C)#N (acetonitrile). Reaction conditions: time 2 hour. Reaction SMILES: CI.[CH3:3][C@@H:4]1[CH2:9][C@H:8]2[C@H:10]3[C:20](=[CH:21][CH2:22][C@:6]2([CH3:7])[C@H:5]1[C:24]([O-:26])=[O:25])[C@:18]1([CH3:19])[C:13](=[CH:14][C:15](=[O:23])[CH2:16][CH2:17]1)[CH2:12][CH2:11]3.[CH:27](N(C(C)C)CC)(C)C.[I-]>C(#N)C>[CH3:27][O:25][C:24]([C@H:5]1[C@H:4]([CH3:3])[CH2:9][C@H:8]2[C@H:10]3[C:20](=[CH:21][CH2:22][C@:6]12[CH3:7])[C@:18]1([CH3:19])[C:13](=[CH:14][C:15](=[O:23])[CH2:16][CH2:17]1)[CH2:12][CH2:11]3)=[O:26]. Reported procedure: Methyl iodide (7.9 ml) is added to a solution of 16α-methylandrosta-4,9(11)-dien-3-one 17β-carboxylate (7.9 g) and diisopropylethylamine (17.5 ml) in acetonitrile (175 ml). The mixture is allowed to stand at 20°-25° for 2 hr and then a second addition of amine (9 ml) and iodide (4 ml) is made. The mixture is allowed to stand overnight at 20°-25° and then concentrated under reduced pressure. The residue is partitioned (water and methylene chloride) and the extract is concentrated and chromatograp... Product: COC(=O)[C@@H]1[C@]2(C)[C@@H](C[C@H]1C)[C@@H]1CCC3=CC(CC[C@]3(C)C1=CC2)=O (16α-Methylandrosta-4,9(11)-dien-3-one 17β-carboxylate methyl ester). Starting materials: CI (Methyl iodide), C[C@H]1[C@@H]([C@]2(C)[C@@H](C1)[C@@H]1CCC3=CC(CC[C@]3(C)C1=CC2)=O)C(=O)[O-] (16α-methylandrosta-4,9(11)-dien-3-one 17β-carboxylate), C(C)(C)N(CC)C(C)C (diisopropylethylamine), amine, [I-] (iodide). Reactants: CC(C)[Si](Cl)(C(C)C)C(C)C, c1c[nH]cn1, Oc1cccc2[nH]ccc12. Product: CC(C)[Si](Oc1cccc2[nH]ccc12)(C(C)C)C(C)C. As a reaction SMILES: [CH:1]([CH3:2])([CH3:3])[Si:4]([CH:5]([CH3:6])[CH3:7])([CH:8]([CH3:9])[CH3:10])[Cl:11].[nH:12]1[cH:13][cH:14][n:15][cH:16]1.[nH:17]1[cH:18][cH:19][c:20]2[c:21]([OH:26])[cH:22][cH:23][cH:24][c:25]12>>[CH:1]([CH3:2])([CH3:3])[Si:4]([CH:5]([CH3:6])[CH3:7])([CH:8]([CH3:9])[CH3:10])[O:26][c:21]1[c:20]2[cH:19][cH:18][nH:17][c:25]2[cH:24][cH:23][cH:22]1.